Dataset: the Open Reaction Database (ORD), a public repository of structured organic reaction records. Task: describe an organic reaction: reactants, conditions, products, and yield Reactants: CCOCC (ether), erythro-α-piperid-2-yl-2,8-bis-(trifluoromethyl)-quinolin-4-yl-methanol, FC(C1=NC2=C(C=CC=C2C(=C1)C(=O)O)C(F)(F)F)(F)F (2,8-bis-(trifluoromethyl)-quinoline-4-carboxylic acid). Yields the product alkoxyalkyl ether, FC(C1=NC2=C(C=CC=C2C(=C1)C(=O)C1=NC=CC=C1)C(F)(F)F)(F)F (pyrid-2-yl 2,8-bis-(trifluoromethyl)-quinolin-4-yl ketone). Reaction SMILES: [F:1][C:2]([F:21])([F:20])[C:3]1[CH:12]=[C:11](C(O)=O)[C:10]2[C:5](=[C:6]([C:16]([F:19])([F:18])[F:17])[CH:7]=[CH:8][CH:9]=2)[N:4]=1.CC[O:24][CH2:25][CH3:26]>>[F:20][C:2]([F:1])([F:21])[C:3]1[CH:12]=[C:11]([C:25]([C:26]2[CH:10]=[CH:11][CH:12]=[CH:3][N:4]=2)=[O:24])[C:10]2[C:5](=[C:6]([C:16]([F:17])([F:18])[F:19])[CH:7]=[CH:8][CH:9]=2)[N:4]=1. Procedure: A process for the preparation of erythro-α-piperid-2-yl-2,8-bis-(trifluoromethyl)-quinolin-4-yl-methanol which comprises the steps of reacting 2,8-bis-(trifluoromethyl)-quinoline-4-carboxylic acid or a salt thereof with a pyrid-2-yl-magnesium halide in a cyclic saturated ether or in an aliphatic dialkyl ether or an alkoxyalkyl ether in a molar ratio of from 1:2 to 1:8 at from 0° to 80° C. to give pyrid-2-yl 2,8-bis-(trifluoromethyl)-quinolin-4-yl ketone and the latter is hydrogenated in a conven... The reactants are CON(C(=O)C=1N=CN(C1)C=1C=C(C=CC1)C1=C(C=CC=C1)OC(F)(F)F)C (1-(2′-Trifluoromethoxy-biphenyl-3-yl)-1H-imidazole-4-carboxylic acid methoxy-methyl-amide), BrC=1C=C(C=CC1)OC (3-bromoanisole). The product is COC=1C=C(C=CC1)C(=O)C=1N=CN(C1)C=1C=C(C=CC1)C1=C(C=CC=C1)OC(F)(F)F ((3-Methoxy-phenyl)-[1-(2′-trifluoromethoxy-biphenyl-3-yl)-1H-imidazol-4-yl]-methanone). As a reaction SMILES: CON(C)[C:4]([C:6]1[N:7]=[CH:8][N:9]([C:11]2[CH:12]=[C:13]([C:17]3[CH:22]=[CH:21][CH:20]=[CH:19][C:18]=3[O:23][C:24]([F:27])([F:26])[F:25])[CH:14]=[CH:15][CH:16]=2)[CH:10]=1)=[O:5].Br[C:30]1[CH:31]=[C:32]([O:36][CH3:37])[CH:33]=[CH:34][CH:35]=1>>[CH3:37][O:36][C:32]1[CH:31]=[C:30]([C:4]([C:6]2[N:7]=[CH:8][N:9]([C:11]3[CH:12]=[C:13]([C:17]4[CH:22]=[CH:21][CH:20]=[CH:19][C:18]=4[O:23][C:24]([F:27])([F:25])[F:26])[CH:14]=[CH:15][CH:16]=3)[CH:10]=2)=[O:5])[CH:35]=[CH:34][CH:33]=1. Reported procedure: This compound is prepared by method C using compound 12f and 3-bromoanisole Reactants: C(C)OC(CC1=CC(=CC(=C1)C(F)(F)F)OCC1=CC=CC=C1)=O ((3-Benzyloxy-5-trifluoromethyl-phenyl)-acetic acid ethyl ester). Run in CCO (EtOH). Run at temperature 50 celsius, time 8 hour. Product: C(C)OC(CC1=CC(=CC(=C1)C(F)(F)F)O)=O ((3-Hydroxy-5-trifluoromethyl-phenyl)-acetic acid ethyl ester). RXN SMILES: [CH2:1]([O:3][C:4](=[O:24])[CH2:5][C:6]1[CH:11]=[C:10]([C:12]([F:15])([F:14])[F:13])[CH:9]=[C:8]([O:16]CC2C=CC=CC=2)[CH:7]=1)[CH3:2]>CCO>[CH2:1]([O:3][C:4](=[O:24])[CH2:5][C:6]1[CH:11]=[C:10]([C:12]([F:14])([F:13])[F:15])[CH:9]=[C:8]([OH:16])[CH:7]=1)[CH3:2]. Reported procedure: (3-Benzyloxy-5-trifluoromethyl-phenyl)-acetic acid ethyl ester (1.7 g, 5.6 mmol) was dissolved in EtOH (30 mL) and degassed with N2. 5% Palladium on carbon (1 g) was added, and the reaction was purged with H2 and then stirred under an H2 balloon at 50° C. overnight. The mixture was filtered and concentrated to give (3-Hydroxy-5-trifluoromethyl-phenyl)-acetic acid ethyl ester. Starting materials: COc1ccc(CBr)c(Cl)c1, C1CCOC1, [Li]CCCC, [Cl-], CON(C)C(=O)c1ccnc(Cl)c1, [NH4+]. Yields the product COc1ccc(CC(=O)c2ccnc(Cl)c2)c(Cl)c1. As a reaction SMILES: [Br:14][CH2:15][c:16]1[c:17]([Cl:24])[cH:18][c:19]([O:22][CH3:23])[cH:20][cH:21]1.[CH2:32]1[O:33][CH2:34][CH2:35][CH2:36]1.[CH3:25][CH2:26][CH2:27][CH2:28][Li:29].[Cl-:30].[Cl:1][c:2]1[cH:3][c:4]([C:5](=[O:6])[N:7]([O:8][CH3:9])[CH3:10])[cH:11][cH:12][n:13]1.[NH4+:31]>>[Cl:1][c:2]1[cH:3][c:4]([C:5](=[O:6])[CH2:15][c:16]2[c:17]([Cl:24])[cH:18][c:19]([O:22][CH3:23])[cH:20][cH:21]2)[cH:11][cH:12][n:13]1. Starting materials: [Zn] (zinc), ICC(C)(C)C1=CC=CC=C1 (1-(2-iodo-1,1-dimethylethyl)benzene), [Zn] (zinc), C(CBr)Br (1,2-dibromomethane), C[Si](C)(C)Cl (trimethylsilylchloride). Run in C1CCOC1 (THF). Run at time 5 minute. The product is [I-].C(C(C)(C)C1=CC=CC=C1)[Zn+] (neophyl zinc iodide). Reaction SMILES: [Zn:1].C(Br)CBr.C[Si](Cl)(C)C.[I:11][CH2:12][C:13]([C:16]1[CH:21]=[CH:20][CH:19]=[CH:18][CH:17]=1)([CH3:15])[CH3:14]>C1COCC1>[I-:11].[CH2:12]([Zn+:1])[C:13]([C:16]1[CH:21]=[CH:20][CH:19]=[CH:18][CH:17]=1)([CH3:15])[CH3:14] |f:5.6|. Procedure: In a round flask including nitrogen preparation, internal thermometer and septum cap, which was heated in a vacuum and rinsed with argon, zinc powder (1.57 g, 24.0 mmol) was covered with a layer of THF (6 ml) and presented, and 1,2-dibromomethane (0.2 ml) was slowly added dropwise from a single-use syringe with cannula. Upon addition, heating was effected by means of a hot-air blast until the solvent was slightly boiling. After the reaction mixture was cooled to room temperature, trimethylsilylc...